This data is from the Open Reaction Database (ORD), a public repository of structured organic reaction records. The task is: describe an organic reaction: reactants, conditions, products, and yield Reactants: ClC(C(=O)C1=CC=C2CN(C3=C(CN21)C=CC=C3)C(=O)C3=CC(=C(C=C3)C3=C(C=CC=C3)C)OC)(Cl)Cl (2,2,2-Trichloro-1-{10-[(2-methoxy-2′-methyl-1,1′-biphenyl-4-yl)carbonyl]-10,11-dihydro-5H-pyrrolo[2,1-c][1,4]benzodiazepin-3-yl}ethanone), FC1=CC=C(CN)C=C1 (4-fluorobenzylamine). Product: FC1=CC=C(CNC(=O)C2=CC=C3CN(C4=C(CN32)C=CC=C4)C(=O)C4=CC(=C(C=C4)C4=C(C=CC=C4)C)OC)C=C1 (N-(4-FLUOROBENZYL)-10-[(2-METHOXY-2′-METHYL-1,1′-BIPHENYL-4-YL)CARBONYL]-10,11-DIHYDRO-5H-PYRROLO[2,1-C][1,4]BENZODIAZEPINE-3-CARBOXAMIDE). RXN SMILES: ClC(Cl)(Cl)[C:3]([C:5]1[N:14]2[C:8]([CH2:9][N:10]([C:19]([C:21]3[CH:26]=[CH:25][C:24]([C:27]4[CH:32]=[CH:31][CH:30]=[CH:29][C:28]=4[CH3:33])=[C:23]([O:34][CH3:35])[CH:22]=3)=[O:20])[C:11]3[CH:18]=[CH:17][CH:16]=[CH:15][C:12]=3[CH2:13]2)=[CH:7][CH:6]=1)=[O:4].[F:38][C:39]1[CH:46]=[CH:45][C:42]([CH2:43][NH2:44])=[CH:41][CH:40]=1>>[F:38][C:39]1[CH:46]=[CH:45][C:42]([CH2:43][NH:44][C:3]([C:5]2[N:14]3[C:8]([CH2:9][N:10]([C:19]([C:21]4[CH:26]=[CH:25][C:24]([C:27]5[CH:32]=[CH:31][CH:30]=[CH:29][C:28]=5[CH3:33])=[C:23]([O:34][CH3:35])[CH:22]=4)=[O:20])[C:11]4[CH:18]=[CH:17][CH:16]=[CH:15][C:12]=4[CH2:13]3)=[CH:7][CH:6]=2)=[O:4])=[CH:41][CH:40]=1. Reported procedure: The title compound was prepared in the manner of Example 36 from 2,2,2-trichloro-1-{10-[(2-methoxy-2′-methyl-1,1′-biphenyl-4-yl)carbonyl]-10,11-dihydro-5H-pyrrolo[2,1-c][1,4]benzodiazepin-3-yl}ethanone of Example 35 and 4-fluorobenzylamine. Purification was performed using HPLC with a normal phase column. Elution with a two phase solvent system (A=hexane, B=dichloromethane/methanol, 4:1) gave the title compound in 80% yield, m.p. 214-215° C.; MS [(+)ESI, m/z]: 558 [M+H]+ The reactants are Cl, COC1CN(CCCOc2ccc(F)cc2)CCC1NC(=O)c1ccccc1. Yields the product COC1CN(CCCOc2ccc(F)cc2)CCC1N. RXN SMILES: [ClH:29].[F:1][c:2]1[cH:3][cH:4][c:5]([O:6][CH2:7][CH2:8][CH2:9][N:10]2[CH2:11][CH:12]([O:25][CH3:26])[CH:13]([NH:16][C:17](=[O:18])[c:19]3[cH:20][cH:21][cH:22][cH:23][cH:24]3)[CH2:14][CH2:15]2)[cH:27][cH:28]1>>[F:1][c:2]1[cH:3][cH:4][c:5]([O:6][CH2:7][CH2:8][CH2:9][N:10]2[CH2:11][CH:12]([O:25][CH3:26])[CH:13]([NH2:16])[CH2:14][CH2:15]2)[cH:27][cH:28]1. The reactants are C1CNC(CN2CCCC2)C1, O=C(ON1C(=O)CCC1=O)c1ccc(Br)cc1, C1CCOC1. Yields the product O=C(c1ccc(Br)cc1)N1CCCC1CN1CCCC1. Reaction SMILES: [NH:18]1[CH:19]([CH2:23][N:24]2[CH2:25][CH2:26][CH2:27][CH2:28]2)[CH2:20][CH2:21][CH2:22]1.[O:1]=[C:2]1[CH2:3][CH2:4][C:5](=[O:6])[N:7]1[O:8][C:9]([c:10]1[cH:11][cH:12][c:13]([Br:16])[cH:14][cH:15]1)=[O:17].[O:29]1[CH2:30][CH2:31][CH2:32][CH2:33]1>>[C:9]([c:10]1[cH:11][cH:12][c:13]([Br:16])[cH:14][cH:15]1)(=[O:17])[N:18]1[CH:19]([CH2:23][N:24]2[CH2:25][CH2:26][CH2:27][CH2:28]2)[CH2:20][CH2:21][CH2:22]1. Reactants: O=C1CCC(=O)N1Br, Nc1cc(F)ccc1[N+](=O)[O-], CN(C)C=O, O. Product: Nc1cc(F)c(Br)cc1[N+](=O)[O-]. As a reaction SMILES: [Br:12][N:13]1[C:14](=[O:15])[CH2:16][CH2:17][C:18]1=[O:19].[F:1][c:2]1[cH:3][c:4]([NH2:5])[c:6]([N+:9](=[O:10])[O-:11])[cH:7][cH:8]1.[O:21]=[CH:22][N:23]([CH3:24])[CH3:25].[OH2:20]>>[F:1][c:2]1[cH:3][c:4]([NH2:5])[c:6]([N+:9](=[O:10])[O-:11])[cH:7][c:8]1[Br:12]. The reactants are C(O)([O-])=O.[Na+] (sodium hydrogen carbonate), NC1=C(SC(=C1)C1=CC=NC=C1)C(=O)N (3-amino-5-(pyridin-4-yl)thiophene-2-carboxamide), CC(CC)=O (2-butanone), O.C1(=CC=C(C=C1)S(=O)(=O)O)C (p-toluenesulfonic acid monohydrate). The solvent is C(C)(=O)O (acetic acid). Conditions: temperature 70 celsius, time 1 hour. The product is C(C)C1(NC(C2=C(N1)C=C(S2)C2=CC=NC=C2)=O)C (2-ethyl-2-methyl-6-(pyridin-4-yl)-2,3-dihydrothieno[3,2-d]pyrimidin-4(1H)-one). Yield: 69.0%. As a reaction SMILES: [NH2:1][C:2]1[CH:6]=[C:5]([C:7]2[CH:12]=[CH:11][N:10]=[CH:9][CH:8]=2)[S:4][C:3]=1[C:13]([NH2:15])=[O:14].[CH3:16][C:17](=O)[CH2:18][CH3:19].O.C1(C)C=CC(S(O)(=O)=O)=CC=1.C(=O)([O-])O.[Na+]>C(O)(=O)C>[CH2:17]([C:18]1([CH3:19])[NH:1][C:2]2[CH:6]=[C:5]([C:7]3[CH:8]=[CH:9][N:10]=[CH:11][CH:12]=3)[S:4][C:3]=2[C:13](=[O:14])[NH:15]1)[CH3:16] |f:2.3,4.5|. Procedure: A mixture of 3-amino-5-(pyridin-4-yl)thiophene-2-carboxamide (0.108 g, 0.500 mmol), 2-butanone (1.0 mL), p-toluenesulfonic acid monohydrate (0.0096 g, 0.050 mmol) and acetic acid (3.0 mL) was stirred for 1 h at 70° C. The reaction mixture was poured into aqueous sodium hydrogen carbonate (200 mL). Extraction with ethyl acetate (200 mL, 100 mL), washing with aqueous sodium hydrogen carbonate, drying over magnesium sulfate, filtration and concentration at reduced pressure gave a residue, which was... Starting materials: CS(C)=O, CCN(C(C)C)C(C)C, O, c1ccc(-c2nsc(N3CCNCC3)n2)cc1, O=C(Nc1ccc(-n2ccnc2)cc1)OCC(Cl)(Cl)Cl. Product: O=C(Nc1ccc(-n2ccnc2)cc1)N1CCN(c2nc(-c3ccccc3)ns2)CC1. Reaction SMILES: [CH3:47][S:48]([CH3:49])=[O:50].[CH:38]([N:39]([CH:40]([CH3:41])[CH3:42])[CH2:43][CH3:44])([CH3:45])[CH3:46].[OH2:51].[c:21]1(-[c:27]2[n:28][s:29][c:30]([N:32]3[CH2:33][CH2:34][NH:35][CH2:36][CH2:37]3)[n:31]2)[cH:22][cH:23][cH:24][cH:25][cH:26]1.[n:1]1(-[c:6]2[cH:7][cH:8][c:9]([NH:12][C:13]([O:14][CH2:15][C:16]([Cl:17])([Cl:18])[Cl:19])=[O:20])[cH:10][cH:11]2)[cH:2][n:3][cH:4][cH:5]1>>[n:1]1(-[c:6]2[cH:7][cH:8][c:9]([NH:12][C:13](=[O:20])[N:35]3[CH2:34][CH2:33][N:32]([c:30]4[s:29][n:28][c:27](-[c:21]5[cH:22][cH:23][cH:24][cH:25][cH:26]5)[n:31]4)[CH2:37][CH2:36]3)[cH:10][cH:11]2)[cH:2][n:3][cH:4][cH:5]1.